describe an organic reaction: reactants, conditions, products, and yield From a dataset of the Open Reaction Database (ORD), a public repository of structured organic reaction records. Reactants: C(=O)(OC(C)(C)C)N([C@@H](C)C(=O)O)C (Boc-N-methyl-L-alanine), C(CCl)Cl (EDC), C1=CC2=C(N=C1)N(N=N2)O (HOAt), C(O)([O-])=O.[NH4+] (ammonium hydrogencarbonate). The solvent is CN(C)C=O (DMF). Run at time 8 hour. The product is C(C)(C)(C)OC(N(C)[C@@H](C)C(N)=O)=O (((S)-1-Carbamoyl-ethyl)-methyl-carbamic acid tert-butyl ester). The yield is 32.3%. As a reaction SMILES: [C:1]([N:8]([CH3:14])[C@H:9]([C:11](O)=[O:12])[CH3:10])([O:3][C:4]([CH3:7])([CH3:6])[CH3:5])=[O:2].C(Cl)CCl.C1C=[N:23]C2N(O)N=NC=2C=1.C(=O)([O-])O.[NH4+]>CN(C=O)C>[C:4]([O:3][C:1](=[O:2])[N:8]([C@H:9]([C:11](=[O:12])[NH2:23])[CH3:10])[CH3:14])([CH3:7])([CH3:6])[CH3:5] |f:3.4|. Procedure: Boc-N-methyl-L-alanine (3.12 g, 15.3 mmol), EDC (2.94 g, 15.3 mmol), HOAt (2.09 g, 15.3 mmol) and ammonium hydrogencarbonate (3.63 g, 45.9 mmol) were added to DMF (20 mL) and stirred at ambient temperature overnight. The mixture was partitioned between EtOAc and water. The EtOAc layer was washed with aqueous potassium hydrogen sulfate solution (×2), dilute aqueous sodium carbonate solution and brine. The EtOAc was evaporated to give the title compound as a white solid (1 g). 1H NMR (400 MHz, DMS... Reactants: ClCCl, CCOC(=O)C(=Cc1cccc(OC)c1[N+](=O)[O-])C(=O)OCC, COc1cccc(C=O)c1[N+](=O)[O-], COCN(Cc1ccccc1)C[Si](C)(C)C, O=C(O)C(F)(F)F. Product: CCOC(=O)C1(C(=O)OCC)CN(Cc2ccccc2)CC1c1cccc(OC)c1[N+](=O)[O-]. Reaction SMILES: [CH2:60]([Cl:61])[Cl:62].[CH3:1][O:2][c:3]1[c:4]([N+:21](=[O:22])[O-:23])[c:5]([CH:6]=[C:7]([C:8](=[O:9])[O:10][CH2:11][CH3:12])[C:13](=[O:14])[O:15][CH2:16][CH3:17])[cH:18][cH:19][cH:20]1.[CH3:24][O:25][c:26]1[c:27]([N+:28]([O-:29])=[O:30])[c:31]([CH:35]=[O:36])[cH:32][cH:33][cH:34]1.[CH3:37][O:38][CH2:39][N:40]([CH2:41][Si:42]([CH3:43])([CH3:44])[CH3:45])[CH2:46][c:47]1[cH:48][cH:49][cH:50][cH:51][cH:52]1.[OH:53][C:54]([C:55]([F:56])([F:57])[F:58])=[O:59]>>[CH3:1][O:2][c:3]1[c:4]([N+:21](=[O:22])[O-:23])[c:5]([CH:6]2[C:7]([C:8](=[O:9])[O:10][CH2:11][CH3:12])([C:13](=[O:14])[O:15][CH2:16][CH3:17])[CH2:39][N:40]([CH2:46][c:47]3[cH:48][cH:49][cH:50][cH:51][cH:52]3)[CH2:41]2)[cH:18][cH:19][cH:20]1. Reactants: C(C)(=O)N1CC(C2=C(C=C(C(=C12)NC(C(C)(C)C)=O)C)C)CCOC(C)=O (N-[1-Acetyl-3-(2-acetoxyethyl)-4,6-dimethylindolin-7-yl]-2,2-dimethylpropanamide), [OH-].[Na+] (NaOH). Solvent: CCO (EtOH), O (water). Reaction conditions: temperature 60 celsius, time 10 hour. The product is OCCC1CNC2=C(C(=CC(=C12)C)C)NC(C(C)(C)C)=O (N-[3-(2-hydroxyethyl)-4,6-dimethylindolin-7-yl)-2,2-dimethylpropanamide). Isolated yield 51.6%. Reaction SMILES: C([N:4]1[C:12]2[C:7](=[C:8]([CH3:21])[CH:9]=[C:10]([CH3:20])[C:11]=2[NH:13][C:14](=[O:19])[C:15]([CH3:18])([CH3:17])[CH3:16])[CH:6]([CH2:22][CH2:23][O:24]C(=O)C)[CH2:5]1)(=O)C.[OH-].[Na+]>CCO.O>[OH:24][CH2:23][CH2:22][CH:6]1[C:7]2[C:12](=[C:11]([NH:13][C:14](=[O:19])[C:15]([CH3:17])([CH3:16])[CH3:18])[C:10]([CH3:20])=[CH:9][C:8]=2[CH3:21])[NH:4][CH2:5]1 |f:1.2|. Reported procedure: N-[1-Acetyl-3-(2-acetoxyethyl)-4,6-dimethylindolin-7-yl]-2,2-dimethylpropanamide (4.0 g) was dissolved in EtOH (40 ml) and a solution of NaOH (2.2 g) in water (10 ml) was added, which was followed by stirring at 60° C. for 10 hr. EtOH was evaporated under reduced pressure, and CHCl3 (100 ml) was added. After washing with water, the mixture was dried over anhydrous sodium sulfate, and CHCl3 was evaporated under reduced pressure. The residue was purified by silica gel column chromatography (eluent... Reactants: C1(=CC=CC=C1)S(=O)(=O)C(F)(F)C(F)(F)S(=O)(=O)F (PhSO2CF2CF2SO2F), Cl (HCl), C1(=CC=CC=C1)S(=O)(=O)C(F)(F)C(F)(F)S(=O)(=O)F (PhSO2CF2CF2SO2F), C(C1=CC=CC=C1)N (benzylamine). Run in ClCCCl (1,2-dichloroethane). Product: C(C1=CC=CC=C1)NS(=O)(=O)C(C(F)(F)S(=O)(=O)C1=CC=CC=C1)(F)F (N-benzyl-2-(phenylsulfonyl)-1,1,2,2-tetrafluoroethanesulfonamide), solid. Yield: 83.0%. Reaction SMILES: [C:1]1([S:7]([C:10]([C:13]([S:16](F)(=[O:18])=[O:17])([F:15])[F:14])([F:12])[F:11])(=[O:9])=[O:8])[CH:6]=[CH:5][CH:4]=[CH:3][CH:2]=1.[CH2:20]([NH2:27])[C:21]1[CH:26]=[CH:25][CH:24]=[CH:23][CH:22]=1.Cl>ClCCCl>[CH2:20]([NH:27][S:16]([C:13]([F:15])([F:14])[C:10]([S:7]([C:1]1[CH:6]=[CH:5][CH:4]=[CH:3][CH:2]=1)(=[O:9])=[O:8])([F:12])[F:11])(=[O:18])=[O:17])[C:21]1[CH:26]=[CH:25][CH:24]=[CH:23][CH:22]=1. Procedure details: Added to a solution of 1,2-dichloroethane (5 ml), containing the PhSO2CF2CF2SO2F (325 mg, 1 mmol) prepared according to the method from example 4, was freshly distilled benzylamine (550 μl, 5 mmol). The mixture was stirred and heated at 50° C. for 20 h until the disappearance of PhSO2CF2CF2SO2F (monitored by TLC and 19F NMR/CDCl3). After returning to ambient temperature, an aqueous solution of HCl (10%) was added to the reaction medium. The aqueous and organic phases were separated and the aqueo... The reactants are CO, CC(C)(N)c1ccc(C#Cc2ccccc2)cc1, Cl, O=[Pt]=O. The product is CC(C)(N)c1ccc(CCc2ccccc2)cc1, Cl. RXN SMILES: [CH3:23][OH:24].[CH3:2][C:3]([c:4]1[cH:5][cH:6][c:7]([C:10]#[C:11][c:12]2[cH:13][cH:14][cH:15][cH:16][cH:17]2)[cH:8][cH:9]1)([CH3:18])[NH2:19].[ClH:1].[Pt:20](=[O:21])=[O:22]>>[CH3:2][C:3]([c:4]1[cH:5][cH:6][c:7]([CH2:10][CH2:11][c:12]2[cH:13][cH:14][cH:15][cH:16][cH:17]2)[cH:8][cH:9]1)([CH3:18])[NH2:19].[ClH:1]. Reactants: C(=O)O (formic acid), CCCCCCC (heptane). The product is C(CCCCCCCCCC=CC=C)=O (11,13-tetradecadienal). Yield: 94.0%. Reaction SMILES: [CH:1]([OH:3])=O.[CH3:4][CH2:5][CH2:6][CH2:7][CH2:8][CH2:9][CH3:10]>>[CH:1](=[O:3])[CH2:4][CH2:5][CH2:6][CH2:7][CH2:8][CH2:9][CH2:10][CH2:9][CH2:8][CH:7]=[CH:6][CH:5]=[CH2:4]. Procedure details: The Grignard solution is then added to a mixture of 1,4-pentadien-3-yl isobutyrate ester (114 g, 0.740 mol) and LiCuBr2 reagent (1 M/THF, 86 mL) at a rate that maintains the reaction temperature between 25-30° C., with cooling as necessary. The mixture is stirred for 15 minutes then quenched with aqueous citric acid solution (1 L). The layers are separated and the organic portion is washed with water (2×) and dilute sodium hydroxide solution (until pH basic). The crude organic portion is then st...